This data is from the Open Reaction Database (ORD), a public repository of structured organic reaction records. The task is: describe an organic reaction: reactants, conditions, products, and yield Reactants: FC=1C=C(C=CC1N1CC(N(CC1)CCF)=O)N1C(O[C@H](C1)COS(=O)(=O)C)=O ((5R)-3-(3-Fluoro-4-{4-(2-fluoroethyl)-3-oxopiperazin-1-yl}phenyl)-5-(methanesulfonyl-oxymethyl)oxazolidin-2-one), [N-]=[N+]=[N-].[Na+] (sodium azide). Run in CN(C)C=O (DMF). Run at temperature 80 celsius. Product: N(=[N+]=[N-])C[C@H]1CN(C(O1)=O)C1=CC(=C(C=C1)N1CC(N(CC1)CCF)=O)F ((5R)-5-azidomethyl-3-(3-fluoro-4-(4-(2-fluoroethyl)-3-oxopiperazin-1-yl)phenyl)oxazolidin-2-one). Isolated yield 65.5%. As a reaction SMILES: [F:1][C:2]1[CH:3]=[C:4]([N:18]2[CH2:22][C@H:21]([CH2:23]OS(C)(=O)=O)[O:20][C:19]2=[O:29])[CH:5]=[CH:6][C:7]=1[N:8]1[CH2:13][CH2:12][N:11]([CH2:14][CH2:15][F:16])[C:10](=[O:17])[CH2:9]1.[N-:30]=[N+:31]=[N-:32].[Na+]>CN(C=O)C>[N:30]([CH2:23][C@@H:21]1[O:20][C:19](=[O:29])[N:18]([C:4]2[CH:5]=[CH:6][C:7]([N:8]3[CH2:13][CH2:12][N:11]([CH2:14][CH2:15][F:16])[C:10](=[O:17])[CH2:9]3)=[C:2]([F:1])[CH:3]=2)[CH2:22]1)=[N+:31]=[N-:32] |f:1.2|. Procedure details: (5R)-3-(3-Fluoro-4-{4-(2-fluoroethyl)-3-oxopiperazin-1-yl}phenyl)-5-(methanesulfonyl-oxymethyl)oxazolidin-2-one (719 mg) was dissolved in dry DMF (15 ml), and sodium azide (647 mg) added to the mixture. The mixture was heated at 80° C. for 6 hours, and then evaporated to dryness. The resulting residue was dissolved in ethyl acetate, washed twice with water, and dried (MgSO4). Evaporation gave (5R)-5-azidomethyl-3-(3-fluoro-4-(4-(2-fluoroethyl)-3-oxopiperazin-1-yl)phenyl)oxazolidin-2-one (413 mg)... The reactants are C(C)OC(=O)C=1C(=C2C(=C(N1)Br)SN=C2C2=CC=CC=C2)O (7-bromo-4-hydroxy-3-phenyl-isothiazolo[5,4-c]pyridine-5-carboxylic acid ethyl ester), C(CCC)[Sn](C=1C=NC=CC1)(CCCC)CCCC (3-(tributylstannyl)pyridine). The reagents and catalysts are Cl[Pd]([P](C1=CC=CC=C1)(C2=CC=CC=C2)C3=CC=CC=C3)([P](C4=CC=CC=C4)(C5=CC=CC=C5)C6=CC=CC=C6)Cl (PdCl2(PPh3)2). Solvent: CN(C)C=O (DMF). Run at temperature 120 celsius, time 30 minute. Yields the product C(C)OC(=O)C=1C(=C2C(=C(N1)C=1C=NC=CC1)SN=C2C2=CC=CC=C2)O (4-Hydroxy-3-phenyl-7-pyridin-3-yl-isothiazolo[5,4-c]pyridine-5-carboxylic acid ethyl ester). The yield is 15.8%. Reaction SMILES: [CH2:1]([O:3][C:4]([C:6]1[C:7]([OH:22])=[C:8]2[C:15]([C:16]3[CH:21]=[CH:20][CH:19]=[CH:18][CH:17]=3)=[N:14][S:13][C:9]2=[C:10](Br)[N:11]=1)=[O:5])[CH3:2].C([Sn](CCCC)(CCCC)[C:28]1[CH:29]=[N:30][CH:31]=[CH:32][CH:33]=1)CCC>CN(C=O)C.Cl[Pd](Cl)([P](C1C=CC=CC=1)(C1C=CC=CC=1)C1C=CC=CC=1)[P](C1C=CC=CC=1)(C1C=CC=CC=1)C1C=CC=CC=1>[CH2:1]([O:3][C:4]([C:6]1[C:7]([OH:22])=[C:8]2[C:15]([C:16]3[CH:21]=[CH:20][CH:19]=[CH:18][CH:17]=3)=[N:14][S:13][C:9]2=[C:10]([C:28]2[CH:29]=[N:30][CH:31]=[CH:32][CH:33]=2)[N:11]=1)=[O:5])[CH3:2] |^1:49,68|. Procedure details: To a solution of 7-bromo-4-hydroxy-3-phenyl-isothiazolo[5,4-c]pyridine-5-carboxylic acid ethyl ester (180 mg, 0.47 mmol) in DMF (2.37 mL) was added 3-(tributylstannyl)pyridine (349 mg, 0.95 mmol) and PdCl2(PPh3)2 (33.3 mg, 0.047 mmol). The reaction mixture was stirred at 120° C. for 30 min. After cooling to r. t. the mixture was partitioned between water (150 mL) and EtOAc (150 mL). The organic layer was washed with brine, water, dried over MgSO4, and concentrated in vacuo. The residue was purif...